From a dataset of the Open Reaction Database (ORD), a public repository of structured organic reaction records. describe an organic reaction: reactants, conditions, products, and yield Reactants: O=[N+]([O-])c1ccc(F)c(Br)c1F, CCOCC, [Cl-], Cl, [Na+], [OH-], O, O. The product is Nc1ccc(F)c(Br)c1F. Reaction SMILES: [Br:1][c:2]1[c:3]([F:12])[c:4]([N+:9]([O-:10])=[O:11])[cH:5][cH:6][c:7]1[F:8].[CH3:19][CH2:20][O:21][CH2:22][CH3:23].[Cl-:16].[ClH:13].[Na+:18].[OH-:17].[OH2:14].[OH2:15]>>[Br:1][c:2]1[c:3]([F:12])[c:4]([NH2:9])[cH:5][cH:6][c:7]1[F:8]. Starting materials: C(C1=CC=CC=C1)(=O)O (benzoic acid), FC(C(CNC1=C2C=NN(C2=CC(=C1)C)C1=CC=CC=C1)(O)CNCCC)(F)F (1,1,1-trifluoro-3-[(6-methyl-1-phenyl-1H-indazol-4-yl)amino]-2-[(propylamino)methyl]-2-propanol). As a reaction SMILES: [C:1]([OH:9])(=O)[C:2]1[CH:7]=[CH:6][CH:5]=[CH:4][CH:3]=1.[F:10][C:11]([F:38])([F:37])[C:12]([CH2:32][NH:33][CH2:34][CH2:35][CH3:36])([OH:31])[CH2:13][NH:14][C:15]1[CH:23]=[C:22]([CH3:24])[CH:21]=[C:20]2[C:16]=1[CH:17]=[N:18][N:19]2[C:25]1[CH:30]=[CH:29][CH:28]=[CH:27][CH:26]=1>>[CH2:34]([N:33]([CH2:32][C:12]([OH:31])([CH2:13][NH:14][C:15]1[CH:23]=[C:22]([CH3:24])[CH:21]=[C:20]2[C:16]=1[CH:17]=[N:18][N:19]2[C:25]1[CH:30]=[CH:29][CH:28]=[CH:27][CH:26]=1)[C:11]([F:38])([F:37])[F:10])[C:1](=[O:9])[C:2]1[CH:3]=[CH:4][CH:5]=[CH:6][CH:7]=1)[CH2:35][CH3:36]. Yields the product C(CC)N(C(C1=CC=CC=C1)=O)CC(C(F)(F)F)(CNC1=C2C=NN(C2=CC(=C1)C)C1=CC=CC=C1)O (N-Propyl-N-(3,3,3-trifluoro-2-hydroxy-2-{[(6-methyl-1-phenyl-1H-indazol-4-yl)amino]methyl}propyl)benzamide). Procedure details: Prepared similarly to Example 11 from benzoic acid and 1,1,1-trifluoro-3-[(6-methyl-1-phenyl-1H-indazol-4-yl)amino]-2-[(propylamino)methyl]-2-propanol. Procedure details: 2-Methylthio-5-(4-chlorophenyl)-4-(2,4-dichlorophenyl)pyrimidine from Reference Example 3 was reacted with cyclohexylmethanol according to the procedure described in Example 59 to afford 2-(cyclohexylmethoxy)-4-(2,4-dichlorophenyl)-5-(4-chlorophenyl)pyrimidine (HRf): HPLC/MS: m/e=447 (M++1); Rt=5.17 min; 1H-NMR 400 MHz (CDCl3): δ 1.02-1.20 (m, 2H), 1.20-1.40 (m, 4H), 1.64-1.80 (m, 3H), 1.81-1.98 (m, 2H), 4.23 (d, J=9 Hz, 2H), 7.01 (d, J=9 Hz, 2H), 7.22-7.30 (m, 4H), 7.38 (d, J=2 Hz,1H), 8.58 (s,... Yields the product C1(CCCCC1)COC1=NC=C(C(=N1)C1=C(C=C(C=C1)Cl)Cl)C1=CC=C(C=C1)Cl (2-(cyclohexylmethoxy)-4-(2,4-dichlorophenyl)-5-(4-chlorophenyl)pyrimidine). Reaction SMILES: CS[C:3]1[N:8]=[C:7]([C:9]2[CH:14]=[CH:13][C:12]([Cl:15])=[CH:11][C:10]=2[Cl:16])[C:6]([C:17]2[CH:22]=[CH:21][C:20]([Cl:23])=[CH:19][CH:18]=2)=[CH:5][N:4]=1.[CH:24]1([CH2:30][OH:31])[CH2:29][CH2:28][CH2:27][CH2:26][CH2:25]1>>[CH:24]1([CH2:30][O:31][C:3]2[N:8]=[C:7]([C:9]3[CH:14]=[CH:13][C:12]([Cl:15])=[CH:11][C:10]=3[Cl:16])[C:6]([C:17]3[CH:22]=[CH:21][C:20]([Cl:23])=[CH:19][CH:18]=3)=[CH:5][N:4]=2)[CH2:29][CH2:28][CH2:27][CH2:26][CH2:25]1. Starting materials: CSC1=NC=C(C(=N1)C1=C(C=C(C=C1)Cl)Cl)C1=CC=C(C=C1)Cl (2-Methylthio-5-(4-chlorophenyl)-4-(2,4-dichlorophenyl)pyrimidine), C1(CCCCC1)CO (cyclohexylmethanol).